This data is from the Open Reaction Database (ORD), a public repository of structured organic reaction records. The task is: describe an organic reaction: reactants, conditions, products, and yield Starting materials: [OH-].[K+] (potassium hydroxide), Cl (hydrochloric acid), BrC=1C(=C(C=CC1F)[N+](=O)[O-])F (3-bromo-2,4-difluoro-1-nitrobenzene), CCOCC (ether). Run in O (water), CS(=O)C (dimethyl sulfoxide). Run at time 16 hour. The product is BrC=1C(=C(C=CC1F)[N+](=O)[O-])O (3-Bromo-4-fluoro-2-hydroxy-1-nitrobenzene). The yield is 93.0%. Reaction SMILES: [Br:1][C:2]1[C:3](F)=[C:4]([N+:9]([O-:11])=[O:10])[CH:5]=[CH:6][C:7]=1[F:8].[OH-].[K+].CC[O:17]CC.Cl>CS(C)=O.O>[Br:1][C:2]1[C:3]([OH:17])=[C:4]([N+:9]([O-:11])=[O:10])[CH:5]=[CH:6][C:7]=1[F:8] |f:1.2|. Procedure details: A solution of 3-bromo-2,4-difluoro-1-nitrobenzene (10.5 g, 44 mmol) in dimethyl sulfoxide (85 ml) was stirred at ambient temperature. A solution of potassium hydroxide (14.1 g, 251 mmol) in water (21 ml) was added dropwise over 15 minutes. The black reaction mixture was stirred at ambient temperature for 16 hours. The reaction mixture was then poured onto water (200 ml) and three ether extractions (100 ml) were performed. The aqueous layer was acidified with concentrated hydrochloric acid and ex... Starting materials: FC(S(=O)(=O)OS(=O)(=O)C(F)(F)F)(F)F (Trifluoromethanesulfonic anhydride), C(C)C=1C(N(C=CC1O)C1CCN(CC1)C(=O)OC(C)(C)C)=O (tert-butyl 4-(3-ethyl-4-hydroxy-2-oxopyridin-1(2H)-yl)piperidine-1-carboxylate), O (Water). The solvent is N1=CC=CC=C1 (pyridine). Conditions: time 30 minute. The product is C(C)C=1C(N(C=CC1OS(=O)(=O)C(F)(F)F)C1CCN(CC1)C(=O)OC(C)(C)C)=O (tert-Butyl 4-(3-ethyl-2-oxo-4-(((trifluoromethyl)sulfonyl)oxy)pyridin-1(2H)-yl)piperidine-1-carboxylate). RXN SMILES: [F:1][C:2]([F:15])([F:14])[S:3]([O:6]S(C(F)(F)F)(=O)=O)(=[O:5])=[O:4].[CH2:16]([C:18]1[C:19](=[O:38])[N:20]([CH:25]2[CH2:30][CH2:29][N:28]([C:31]([O:33][C:34]([CH3:37])([CH3:36])[CH3:35])=[O:32])[CH2:27][CH2:26]2)[CH:21]=[CH:22][C:23]=1O)[CH3:17].O>N1C=CC=CC=1>[CH2:16]([C:18]1[C:19](=[O:38])[N:20]([CH:25]2[CH2:26][CH2:27][N:28]([C:31]([O:33][C:34]([CH3:37])([CH3:36])[CH3:35])=[O:32])[CH2:29][CH2:30]2)[CH:21]=[CH:22][C:23]=1[O:6][S:3]([C:2]([F:15])([F:14])[F:1])(=[O:5])=[O:4])[CH3:17]. Reported procedure: Trifluoromethanesulfonic anhydride (1.76 mL) was added at 0 C to a mixture of tert-butyl 4-(3-ethyl-4-hydroxy-2-oxopyridin-1(2H)-yl)piperidine-1-carboxylate (1.12 g) in pyridine (17.4 mL), and the mixture was stirred at 0 C for 30 minutes in a nitrogen atmosphere. Water was added thereto, and then, the solvent was distilled off under reduced pressure. Water was added again to the residue, followed by extraction with ethyl acetate. The obtained organic layer was washed with 1 M hydrochloric acid ... Conditions: temperature 142.5 celsius. Run in C1(=CC=CC=C1)C (toluene). Yields the product BrCC1=CC(=C(C=C1)C(C)=O)Cl (1-(4-(bromomethyl)-2-chlorophenyl)ethanone). Reagents/catalysts: C(C1=CC=CC=C1)(=O)OOC(C1=CC=CC=C1)=O (benzoyl peroxide). Isolated yield 70.0%. The reactants are ClC1=C(C=CC(=C1)C)C(C)=O (1-(2-chloro-4-methylphenyl)ethanone), ClC1=CC=CC=C1 (chlorobenzene), BrN1C(CCC1=O)=O (N-bromosuccinimide). Reported procedure: A mixture of 1-(2-chloro-4-methylphenyl)ethanone (1.6 g, 9.50 mmol) (preparation 15) and chlorobenzene (60 ml) was prepared at room temperature and N-bromosuccinimide (NBS) (1.86 g, 10.44 mmol) added followed by a catalytic amount of benzoyl peroxide (ca. 1.5 mg, 0.005 mmol), and the resulting mixture was heated to 140-145° C. for 16 h. The mixture was then allowed to cool to room temperature, diluted with toluene (50 ml) and filtered through a celite pad. The pad was washed with toluene (2×50 m... As a reaction SMILES: [Cl:1][C:2]1[CH:7]=[C:6]([CH3:8])[CH:5]=[CH:4][C:3]=1[C:9](=[O:11])[CH3:10].ClC1C=CC=CC=1.[Br:19]N1C(=O)CCC1=O>C1(C)C=CC=CC=1.C(OOC(=O)C1C=CC=CC=1)(=O)C1C=CC=CC=1>[Br:19][CH2:8][C:6]1[CH:5]=[CH:4][C:3]([C:9](=[O:11])[CH3:10])=[C:2]([Cl:1])[CH:7]=1. Reactants: ClCCl, O=C(O)C(F)(F)F, CC(C)(C)OC(=O)CC(NC(=O)CNC(=O)c1csc(NC(=O)NCc2ccccn2)n1)C(=O)NCc1ccccn1. The product is O=C(O)CC(NC(=O)CNC(=O)c1csc(NC(=O)NCc2ccccn2)n1)C(=O)NCc1ccccn1. RXN SMILES: [CH2:50]([Cl:51])[Cl:52].[F:43][C:44]([F:45])([F:46])[C:47]([OH:48])=[O:49].[n:1]1[c:2]([CH2:7][NH:8][C:9]([CH:10]([CH2:11][C:12](=[O:13])[O:14][C:15]([CH3:16])([CH3:17])[CH3:18])[NH:19][C:20]([CH2:21][NH:22][C:23](=[O:24])[c:25]2[n:26][c:27]([NH:30][C:31](=[O:32])[NH:33][CH2:34][c:35]3[n:36][cH:37][cH:38][cH:39][cH:40]3)[s:28][cH:29]2)=[O:41])=[O:42])[cH:3][cH:4][cH:5][cH:6]1>>[n:1]1[c:2]([CH2:7][NH:8][C:9]([CH:10]([CH2:11][C:12](=[O:13])[OH:14])[NH:19][C:20]([CH2:21][NH:22][C:23](=[O:24])[c:25]2[n:26][c:27]([NH:30][C:31](=[O:32])[NH:33][CH2:34][c:35]3[n:36][cH:37][cH:38][cH:39][cH:40]3)[s:28][cH:29]2)=[O:41])=[O:42])[cH:3][cH:4][cH:5][cH:6]1. The reactants are ClC1=C(C=CC(=C1)Cl)NC(CC(=O)OCC)=O (ethyl 3-[(2,4-dichlorophenyl)amino]-3-oxopropanoate), C([O-])([O-])=O.[K+].[K+] (potassium carbonate), BrCCBr (1,2-dibromoethane). Run in CN(C=O)C (dimethylformamide). The product is ClC1=C(C=CC(=C1)Cl)NC(=O)C1(CC1)C(=O)OCC (ethyl 1-(2,4-dichlorophenylaminocarbonyl)cyclopropanecarboxylate). Isolated yield 83.6%. RXN SMILES: [Cl:1][C:2]1[CH:7]=[C:6]([Cl:8])[CH:5]=[CH:4][C:3]=1[NH:9][C:10](=[O:17])[CH2:11][C:12]([O:14][CH2:15][CH3:16])=[O:13].C(=O)([O-])[O-].[K+].[K+].Br[CH2:25][CH2:26]Br>CN(C)C=O>[Cl:1][C:2]1[CH:7]=[C:6]([Cl:8])[CH:5]=[CH:4][C:3]=1[NH:9][C:10]([C:11]1([C:12]([O:14][CH2:15][CH3:16])=[O:13])[CH2:26][CH2:25]1)=[O:17] |f:1.2.3|. Procedure details: In a manner similar to the procedure described in Example B except that a one liter three-necked Morton flask was used, 39.0 grams (0.14 mol) of ethyl 3-[(2,4-dichlorophenyl)amino]-3-oxopropanoate, 53.9 grams (0.39 mol) of anhydrous potassium carbonate, 125 milliliters of anhydrous dimethylformamide and 13.4 milliliters (0.16 mol) of 1,2-dibromoethane were reacted for a period of 65 hours to give 35.3 grams (0.117 mol) of ethyl 1-(2,4-dichlorophenylaminocarbonyl)cyclopropanecarboxylate as a pale... Starting materials: ClC=1C=C(C=C(C1)Cl)SC1=C(N=C(N1CC1=CC=NC=C1)CO)C(C)C (5-(3,5-Dichlorophenylthio)-4-isoproyl-1-(4-pyridylmethyl)-2-hydroxymethyl-1H-imidazole), C(N)([O-])=O (carbamate), C(C)(=O)N=C=O (acetyl isocyanate). The product is C(C)(=O)NC(OCC=1N(C(=C(N1)C(C)C)SC1=CC(=CC(=C1)Cl)Cl)CC1=CC=NC=C1)=O (5-(3,5-Dichlorophenylthio)-4-isopropyl-1-(4-pyridylmethyl)-1H-imidazol-2-ylmethyl acetylcarbamate). Yield: 76.0%. Reaction SMILES: [Cl:1][C:2]1[CH:3]=[C:4]([S:9][C:10]2[N:14]([CH2:15][C:16]3[CH:21]=[CH:20][N:19]=[CH:18][CH:17]=3)[C:13]([CH2:22][OH:23])=[N:12][C:11]=2[CH:24]([CH3:26])[CH3:25])[CH:5]=[C:6]([Cl:8])[CH:7]=1.C(=O)([O-])N.[C:31]([N:34]=[C:35]=[O:36])(=[O:33])[CH3:32]>>[C:31]([NH:34][C:35](=[O:36])[O:23][CH2:22][C:13]1[N:14]([CH2:15][C:16]2[CH:21]=[CH:20][N:19]=[CH:18][CH:17]=2)[C:10]([S:9][C:4]2[CH:3]=[C:2]([Cl:1])[CH:7]=[C:6]([Cl:8])[CH:5]=2)=[C:11]([CH:24]([CH3:26])[CH3:25])[N:12]=1)(=[O:33])[CH3:32]. Reported procedure: 5-(3,5-Dichlorophenylthio)-4-isoproyl-1-(4-pyridylmethyl)-2-hydroxymethyl-1H-imidazole (89) (245 mg, 0.6 mmol) prepared in accordance with the method as described in WO 96/10019 was converted to the carbamate with acetyl isocyanate (5 eq.) in the same manner as the example 66 to give the compound 90 (225 mg, 76%) as crystals. Mp. 135-137° C. Rf 0.32 (10:1 EtOAc - CH3OH). Reactants: BrC1(C(NC2=NC=CC(=C21)Cl)=O)Br (3,3-dibromo-4-chloro-1H-pyrrolo[2,3-b]pyridin-2(3H)-one), CC(=O)O (AcOH), CO (MeOH), CCOC(=O)C (EtOAc). Reagents/catalysts: [Zn] (zinc). The solvent is [Cl-].[Na+].O (brine). Run at time 3 hour. Yields the product ClC1=C2C(=NC=C1)NC(C2)=O (4-chloro-1H-pyrrolo[2,3-b]pyridin-2(3H)-one). RXN SMILES: Br[C:2]1(Br)[C:10]2[C:5](=[N:6][CH:7]=[CH:8][C:9]=2[Cl:11])[NH:4][C:3]1=[O:12].CC(O)=O.CO.CCOC(C)=O>[Cl-].[Na+].O.[Zn]>[Cl:11][C:9]1[CH:8]=[CH:7][N:6]=[C:5]2[NH:4][C:3](=[O:12])[CH2:2][C:10]=12 |f:4.5.6|. Procedure details: The title compound was prepared according to the procedure described in WO2001046196A1. A mixture of 3,3-dibromo-4-chloro-1H-pyrrolo[2,3-b]pyridin-2(3H)-one (4.07 g, 12.5 mmol), zinc dust (8.15 g, 125 mmol), AcOH (54.2 ml, 12.5 mmol), and MeOH (54.2 ml, 12.5 mmol) was stirred at rt. After 3 h, the reaction mixture was passed through a pad of celite with an aid of EtOAc. The filtrate was then diluted with brine. The whole was extracted with EtOAc. The organic layer was further washed with brine, ...